Task: describe an organic reaction: reactants, conditions, products, and yield. Dataset: the Open Reaction Database (ORD), a public repository of structured organic reaction records Reactants: C1(C=2C(C(N1)=O)=CC=CC2)=O.[K] (potassium phthalimide), [I-].[K+] (potassium iodide), ClCC1=CC=C(C(=O)NC2=C(C=C(C=C2C)C(C(F)(F)F)(C(F)(F)F)F)CC)C=C1 (4-(Chloromethyl)-N-[2-ethyl-4-(1,1,1,2,3,3,3-heptafluoropropan-2-yl)-6-methylphenyl]benz amide). Solvent: O (water), CN(C=O)C (N,N-dimethylformamide). Run at temperature 60 celsius. Yields the product O=C1N(C(C2=CC=CC=C12)=O)CC1=CC=C(C(=O)NC2=C(C=C(C=C2C)C(C(F)(F)F)(C(F)(F)F)F)CC)C=C1 (4-[(1,3-dioxo-1,3-dihydro-2H-isoindol-2-yl)-methyl]-N-[2-ethyl-4-(1,1,1,2,3,3,3-hepta-fluoropropan-2-yl)-6-methylphenyl]-benzamide). Isolated yield 57.0%. RXN SMILES: Cl[CH2:2][C:3]1[CH:30]=[CH:29][C:6]([C:7]([NH:9][C:10]2[C:15]([CH3:16])=[CH:14][C:13]([C:17]([F:26])([C:22]([F:25])([F:24])[F:23])[C:18]([F:21])([F:20])[F:19])=[CH:12][C:11]=2[CH2:27][CH3:28])=[O:8])=[CH:5][CH:4]=1.[C:31]1(=[O:41])[NH:35][C:34](=[O:36])[C:33]2=[CH:37][CH:38]=[CH:39][CH:40]=[C:32]12.[K].[I-].[K+]>CN(C)C=O.O>[O:36]=[C:34]1[C:33]2[C:32](=[CH:40][CH:39]=[CH:38][CH:37]=2)[C:31](=[O:41])[N:35]1[CH2:2][C:3]1[CH:30]=[CH:29][C:6]([C:7]([NH:9][C:10]2[C:15]([CH3:16])=[CH:14][C:13]([C:17]([F:26])([C:22]([F:25])([F:24])[F:23])[C:18]([F:21])([F:20])[F:19])=[CH:12][C:11]=2[CH2:27][CH3:28])=[O:8])=[CH:5][CH:4]=1 |f:1.2,3.4,^1:41|. Reported procedure: 4-(Chloromethyl)-N-[2-ethyl-4-(1,1,1,2,3,3,3-heptafluoropropan-2-yl)-6-methylphenyl]benz amide (1.2 g) was dissolved in N,N-dimethylformamide (15 ml). To the solution, potassium phthalimide (0.95 g) and potassium iodide (0.09 g) were added and the mixture was stirred under heating at 60° C. for 2 hours. After adjusting to room temperature, the reaction solution was diluted with water and extracted twice with ethyl acetate. The organic phases were combined, washed with water and dried over magnes... Starting materials: O=C([O-])O, CCOC(C)=O, CNC(Cc1ccc(C(F)(F)F)cc1)C(O)c1ccc(F)cc1, [Na+], O, O=C(Cl)c1cccc2ccccc12. Product: CN(C(=O)c1cccc2ccccc12)C(Cc1ccc(C(F)(F)F)cc1)C(O)c1ccc(F)cc1. RXN SMILES: [C:37](=[O:38])([O-:39])[OH:40].[CH3:42][CH2:43][O:44][C:45](=[O:46])[CH3:47].[F:1][c:2]1[cH:3][cH:4][c:5]([CH:8]([CH:9]([CH2:10][c:11]2[cH:12][cH:13][c:14]([C:17]([F:18])([F:19])[F:20])[cH:15][cH:16]2)[NH:21][CH3:22])[OH:23])[cH:6][cH:7]1.[Na+:41].[OH2:48].[c:24]1([C:34](=[O:35])[Cl:36])[cH:25][cH:26][cH:27][c:28]2[cH:29][cH:30][cH:31][cH:32][c:33]12>>[F:1][c:2]1[cH:3][cH:4][c:5]([CH:8]([CH:9]([CH2:10][c:11]2[cH:12][cH:13][c:14]([C:17]([F:18])([F:19])[F:20])[cH:15][cH:16]2)[N:21]([CH3:22])[C:34]([c:24]2[cH:25][cH:26][cH:27][c:28]3[cH:29][cH:30][cH:31][cH:32][c:33]23)=[O:35])[OH:23])[cH:6][cH:7]1. The reactants are ClCC(C=CC1=CC=C(C=C1)NC(C)=O)=O (1-chloro-4-(4-acetamidophenyl)-2-oxo-3-butene), COC(=S)NN (hydrazinecarbothioic acid O-methylester). The solvent is C1(=CC=CC=C1)C (toluene). The product is C(C)(=O)NC1=CC=C(C=C1)C=CC1NNC(SC1)=O (5-[2-(4-acetamidophenyl)ethenyl]-5,6-dihydro-1,3,4-thiadiazin-2(3H)one). RXN SMILES: Cl[CH2:2][C:3](=O)[CH:4]=[CH:5][C:6]1[CH:11]=[CH:10][C:9]([NH:12][C:13](=[O:15])[CH3:14])=[CH:8][CH:7]=1.C[O:18][C:19]([NH:21][NH2:22])=[S:20]>C1(C)C=CC=CC=1>[C:13]([NH:12][C:9]1[CH:10]=[CH:11][C:6]([CH:5]=[CH:4][CH:3]2[CH2:2][S:20][C:19](=[O:18])[NH:21][NH:22]2)=[CH:7][CH:8]=1)(=[O:15])[CH3:14]. Reported procedure: A mixture containing 4.0 g of 1-chloro-4-(4-acetamidophenyl)-2-oxo-3-butene (J. Org. Chem., 28, 2446, 1963) and 2.3 g of hydrazinecarbothioic acid O-methylester in 150 ml of toluene was refluxed for 3 h. The crystals were filtered and washed with toluene. Yield 3.0 g (65%), mp. 235°-240° C. Reactants: BrC1=CC(=CC=2C(COC21)(C)C)C(=O)O (7-bromo-3,3-dimethyl-2,3-dihydro-benzofuran-5-carboxylic acid), CN(C)C=O (DMF), N1=CC=CC=C1 (pyridine), Cl.CN (methylamine hydrochloride). Solvent: C(C)(=O)OCC (ethyl acetate), O (water), C1CCOC1 (THF). Conditions: time 1 hour. The product is CNC(=O)C=1C=C(C2=C(C(CO2)(C)C)C1)Br (7-bromo-3,3-dimethyl-2,3-dihydro-benzofuran-5-carboxylic acid methylamide). Isolated yield 223.8%. RXN SMILES: [Br:1][C:2]1[C:10]2[O:9][CH2:8][C:7]([CH3:12])([CH3:11])[C:6]=2[CH:5]=[C:4]([C:13]([OH:15])=O)[CH:3]=1.[CH3:16][N:17](C=O)C.Cl.CN.N1C=CC=CC=1>C1COCC1.C(OCC)(=O)C.O>[CH3:16][NH:17][C:13]([C:4]1[CH:3]=[C:2]([Br:1])[C:10]2[O:9][CH2:8][C:7]([CH3:12])([CH3:11])[C:6]=2[CH:5]=1)=[O:15] |f:2.3|. Reported procedure: To a solution of 7-bromo-3,3-dimethyl-2,3-dihydro-benzofuran-5-carboxylic acid (4.99 g, 18.41 mmol) in dry THF (40 mL) was added at room temperature thionychloride (2 mL, 27.61 mmol) and DMF (0.14 mL, 1.84 mmol). The reaction mixture was stirred 1 hr then methylamine hydrochloride (2.48 g, 36.82 mmol) was added followed by slow addition of pyridine (4.5 mL, 55.23 mmol). The reaction mixture was stirred overnight then water and ethyl acetate were added. The layers were separated. The aqueous laye...